From a dataset of the Open Reaction Database (ORD), a public repository of structured organic reaction records. describe an organic reaction: reactants, conditions, products, and yield The reactants are C(C)(C)(C)OC(=O)NC1CC(CCC1C1=CC(=C(C=C1)OC)OCC)OC(C)=O (acetic acid (1SR,3RS,4RS)-3-tert-butoxycarbonylamino-4-(3-ethoxy-4-methoxy-phenyl)-cyclohexyl ester), C(C)(C)(C)OC(=O)NC1CC(CCC1C1=CC(=C(C=C1)OC)OCC)OC(C)=O (acetic acid (1SR,3RS,4RS)-3-tert-butoxycarbonylamino-4-(3-ethoxy-4-methoxy-phenyl)-cyclohexyl ester). Run in Cl (HCl), O1CCOCC1 (dioxane). Reaction conditions: time 30 minute. Yields the product NC1CC(CCC1C1=CC(=C(C=C1)OC)OCC)OC(C)=O (Acetic acid (1SR,3RS,4RS)-3-amino-4-(3-ethoxy-4-methoxy-phenyl)-cyclohexyl ester). The yield is 99.5%. RXN SMILES: C(OC([NH:8][CH:9]1[CH:14]([C:15]2[CH:20]=[CH:19][C:18]([O:21][CH3:22])=[C:17]([O:23][CH2:24][CH3:25])[CH:16]=2)[CH2:13][CH2:12][CH:11]([O:26][C:27](=[O:29])[CH3:28])[CH2:10]1)=O)(C)(C)C>Cl.O1CCOCC1>[NH2:8][CH:9]1[CH:14]([C:15]2[CH:20]=[CH:19][C:18]([O:21][CH3:22])=[C:17]([O:23][CH2:24][CH3:25])[CH:16]=2)[CH2:13][CH2:12][CH:11]([O:26][C:27](=[O:29])[CH3:28])[CH2:10]1. Procedure: 3.0 g (7.36 mmol) of acetic acid (1SR,3RS,4RS)-3-tert-butoxycarbonylamino-4-(3-ethoxy-4-methoxy-phenyl)-cyclohexyl ester (compound C6) are dissolved in 6 ml of 4 M HCl in dioxane and stirred for 30 min. After removal of the solvent the residue is dissolved in dichloromethane and 25 ml of sat. Na—HCO3 solution are added carefully. After phase separation, reextraction of the water layer and drying of the combined organic layers (Na2SO4) the solvent is removed to give 2.25 g of the title compound.